This data is from the Open Reaction Database (ORD), a public repository of structured organic reaction records. The task is: describe an organic reaction: reactants, conditions, products, and yield Reactants: CC(C)=O, CCOC(C)=O, O=[Cr](=O)(O)O, O, O=C(COCCCO)CC(=O)OCCC(c1ccccc1)c1ccccc1, O=S(=O)(O)O. The product is O=C(O)CCOCC(=O)CC(=O)OCCC(c1ccccc1)c1ccccc1. Reaction SMILES: [CH3:39][C:40](=[O:41])[CH3:42].[CH3:43][CH2:44][O:45][C:46](=[O:47])[CH3:48].[Cr:1]([OH:2])([OH:3])(=[O:4])=[O:5].[OH2:11].[OH:12][CH2:13][CH2:14][CH2:15][O:16][CH2:17][C:18]([CH2:19][C:20](=[O:21])[O:22][CH2:23][CH2:24][CH:25]([c:26]1[cH:27][cH:28][cH:29][cH:30][cH:31]1)[c:32]1[cH:33][cH:34][cH:35][cH:36][cH:37]1)=[O:38].[S:6](=[O:7])(=[O:8])([OH:9])[OH:10]>>[OH:11][C:13](=[O:12])[CH2:14][CH2:15][O:16][CH2:17][C:18]([CH2:19][C:20](=[O:21])[O:22][CH2:23][CH2:24][CH:25]([c:26]1[cH:27][cH:28][cH:29][cH:30][cH:31]1)[c:32]1[cH:33][cH:34][cH:35][cH:36][cH:37]1)=[O:38]. Starting materials: ClCCN=C=O (2-chloroethyl isocyanate), C(C(C)C)OC1=CC=C(C=C1)N (4-isobutoxy phenylamine). Run in C(C)OCC (diethyl ether). Reaction conditions: time 1 hour. Yields the product ClCCNC(=O)NC1=CC=C(C=C1)OCC(C)C (1-(2-Chloro-ethyl)-3-(4-isobutoxy-phenyl)-urea). As a reaction SMILES: [Cl:1][CH2:2][CH2:3][N:4]=[C:5]=[O:6].[CH2:7]([O:11][C:12]1[CH:17]=[CH:16][C:15]([NH2:18])=[CH:14][CH:13]=1)[CH:8]([CH3:10])[CH3:9]>C(OCC)C>[Cl:1][CH2:2][CH2:3][NH:4][C:5]([NH:18][C:15]1[CH:14]=[CH:13][C:12]([O:11][CH2:7][CH:8]([CH3:10])[CH3:9])=[CH:17][CH:16]=1)=[O:6]. Procedure details: A solution of 2-chloroethyl isocyanate (15 g, 142 mmols) is added dropwise to a solution of 4-isobutoxy phenylamine (20 g, 121 mmols) in diethyl ether (100 mL) and stirred at RT for 1 h. The solid formed is collected by filtration and recrystallisation from ethanol affords the title compound. The reactants are O=C(Cl)c1ccc(F)cc1, Oc1cccc(C2(O)CCCNC2)c1. The product is O=C(c1ccc(F)cc1)N1CCCC(O)(c2cccc(O)c2)C1. RXN SMILES: [F:1][c:2]1[cH:3][cH:4][c:5]([C:6](=[O:7])[Cl:8])[cH:9][cH:10]1.[OH:11][c:12]1[cH:13][c:14]([C:18]2([OH:24])[CH2:19][NH:20][CH2:21][CH2:22][CH2:23]2)[cH:15][cH:16][cH:17]1>>[F:1][c:2]1[cH:3][cH:4][c:5]([C:6](=[O:7])[N:20]2[CH2:19][C:18]([c:14]3[cH:13][c:12]([OH:11])[cH:17][cH:16][cH:15]3)([OH:24])[CH2:23][CH2:22][CH2:21]2)[cH:9][cH:10]1. The reactants are [N+](=O)([O-])C=1C(=NC=C(C1)C(F)(F)F)C#N (3-Nitro-5-trifluoromethyl-pyridine-2-carbonitrile), CCOC(=O)C (EtOAc). Reagents/catalysts: [Pd] (Palladium on activated carbon). Reaction conditions: time 18 hour. Yields the product CCCC(C)C (isohexane), COC(=O)C1=NC=C(C=C1N)C(F)(F)F (3-Amino-5-trifluoromethyl-pyridine-2-carboxylic acid methyl ester). RXN SMILES: [N+:1]([C:4]1[C:5](C#N)=[N:6][CH:7]=[C:8]([C:10]([F:13])([F:12])[F:11])[CH:9]=1)([O-])=O.C[CH2:17][O:18][C:19]([CH3:21])=[O:20]>[Pd]>[CH3:5][CH2:4][CH2:9][CH:8]([CH3:10])[CH3:7].[CH3:17][O:18][C:19]([C:21]1[C:4]([NH2:1])=[CH:9][C:8]([C:10]([F:13])([F:12])[F:11])=[CH:7][N:6]=1)=[O:20]. Procedure details: 3-Nitro-5-trifluoromethyl-pyridine-2-carbonitrile (6.5 g, 29.9 mmol) was dissolved in EtOAc (150 ml) to give a pale yellow solution and placed under an atmosphere of nitrogen. 10% Palladium on activated carbon (3.19 g, 2.99 mmol) was added and the reaction mixture stirred under an atmosphere of hydrogen for 18 hours. The reaction mixture was filtered and concentrated in vacuo. The crude residue was dissolved in HCl conc. (45 ml) and heated to reflux for 24 hours. The reaction mixture was allowed... Starting materials: CC(=O)OC(C)=O, CC(=O)O, [O-][N+](=Cc1ccc(Cl)cc1)CCN1CCOCC1, [Na+], [OH-]. The product is O=C(NCCN1CCOCC1)c1ccc(Cl)cc1. RXN SMILES: [CH3:19][C:20](=[O:21])[O:22][C:23](=[O:24])[CH3:25].[CH3:28][C:29](=[O:30])[OH:31].[Cl:1][c:2]1[cH:3][cH:4][c:5]([CH:8]=[N+:9]([O-:10])[CH2:11][CH2:12][N:13]2[CH2:14][CH2:15][O:16][CH2:17][CH2:18]2)[cH:6][cH:7]1.[Na+:27].[OH-:26]>>[Cl:1][c:2]1[cH:3][cH:4][c:5]([C:8]([NH:9][CH2:11][CH2:12][N:13]2[CH2:14][CH2:15][O:16][CH2:17][CH2:18]2)=[O:21])[cH:6][cH:7]1. The reactants are CCCBr, Oc1cc(Br)ccc1F, CC(C)=O, [K+], [K+], O=C([O-])[O-]. The product is CCCOc1cc(Br)ccc1F. As a reaction SMILES: [Br:10][CH2:11][CH2:12][CH3:13].[Br:1][c:2]1[cH:3][cH:4][c:5]([F:9])[c:6]([OH:8])[cH:7]1.[CH3:20][C:21](=[O:22])[CH3:23].[K+:14].[K+:15].[O-:16][C:17]([O-:18])=[O:19]>>[Br:1][c:2]1[cH:3][cH:4][c:5]([F:9])[c:6]([O:8][CH2:11][CH2:12][CH3:13])[cH:7]1. Starting materials: ClC1=C(C(=O)C2=CC=C(C=C2)C)C=C(C=C1)[N+](=O)[O-] (2-chloro-4'-methyl-5-nitro-benzophenone), CC1CCNCC1 (4-methyl piperidine), C([O-])([O-])=O.[Ca+2] (calcium carbonate). Solvent: C(C)O (ethanol). Yields the product CC1CCN(CC1)C1=C(C=C(C=C1)[N+](=O)[O-])C(=O)C1=CC=C(C=C1)C ([2-(4-methyl-1-piperidinyl)-5-nitrophenyl]-(4-methylphenyl)-methanone). Yield: 91.9%. Reaction SMILES: Cl[C:2]1[CH:16]=[CH:15][C:14]([N+:17]([O-:19])=[O:18])=[CH:13][C:3]=1[C:4]([C:6]1[CH:11]=[CH:10][C:9]([CH3:12])=[CH:8][CH:7]=1)=[O:5].[CH3:20][CH:21]1[CH2:26][CH2:25][NH:24][CH2:23][CH2:22]1.C(=O)([O-])[O-].[Ca+2]>C(O)C>[CH3:20][CH:21]1[CH2:26][CH2:25][N:24]([C:2]2[CH:16]=[CH:15][C:14]([N+:17]([O-:19])=[O:18])=[CH:13][C:3]=2[C:4]([C:6]2[CH:11]=[CH:10][C:9]([CH3:12])=[CH:8][CH:7]=2)=[O:5])[CH2:23][CH2:22]1 |f:2.3|. Procedure: Proceeding as in example 2, with 0.045 mole (13 g) of 2-chloro-4'-methyl-5-nitro-benzophenone, 0.1 mole (11.3 cm3) of 4-methyl piperidine and 0.045 mole (6.2 g) of calcium carbonate mixed in ethanol, 14 g (Yield: 95%) of the expected product are obtained. M.P. 86° C. Reactants: CCCCCCC(C)(C)c1ccc(C2CC=CC(=O)C2)c(OCc2ccccc2)c1, C[Cu]C, CCCCCC, [Li]. Product: CCCCCCC(C)(C)c1ccc(C2CC(=O)CC(C)C2)c(OCc2ccccc2)c1. As a reaction SMILES: [CH2:5]([c:6]1[cH:7][cH:8][cH:9][cH:10][cH:11]1)[O:12][c:13]1[c:14]([CH:28]2[CH2:29][CH:30]=[CH:31][C:32](=[O:34])[CH2:33]2)[cH:15][cH:16][c:17]([C:19]([CH2:20][CH2:21][CH2:22][CH2:23][CH2:24][CH3:25])([CH3:26])[CH3:27])[cH:18]1.[CH3:2][Cu:3][CH3:4].[CH3:35][CH2:36][CH2:37][CH2:38][CH2:39][CH3:40].[Li:1]>>[CH3:2][CH:30]1[CH2:29][CH:28]([c:14]2[c:13]([O:12][CH2:5][c:6]3[cH:7][cH:8][cH:9][cH:10][cH:11]3)[cH:18][c:17]([C:19]([CH2:20][CH2:21][CH2:22][CH2:23][CH2:24][CH3:25])([CH3:26])[CH3:27])[cH:16][cH:15]2)[CH2:33][C:32](=[O:34])[CH2:31]1. Reactants: N[C@@H](C(C)C)C(=O)O (L-valine), C([O-])([O-])=O.[Na+].[Na+] (sodium carbonate), C(C)(=O)SCC(C(=O)Cl)C (3-Acetylthio-2-methylpropanoyl chloride), C([O-])([O-])=O.[Na+].[Na+] (sodium carbonate). Solvent: O (water), O (water). Reaction conditions: time 1.5 hour. The product is C(C)(=O)SCC(C(=O)N[C@@H](C(C)C)C(=O)O)C (N-(3-acetylthio-2-methylpropanoyl)-L-valine). Isolated yield 97.3%. As a reaction SMILES: [NH2:1][C@H:2]([C:6]([OH:8])=[O:7])[CH:3]([CH3:5])[CH3:4].C(=O)([O-])[O-].[Na+].[Na+].[C:15]([S:18][CH2:19][CH:20]([CH3:24])[C:21](Cl)=[O:22])(=[O:17])[CH3:16]>O>[C:15]([S:18][CH2:19][CH:20]([CH3:24])[C:21]([NH:1][C@H:2]([C:6]([OH:8])=[O:7])[CH:3]([CH3:5])[CH3:4])=[O:22])(=[O:17])[CH3:16] |f:1.2.3|. Procedure details: L-valine (88 g) and sodium carbonate (40 g) are dissolved in water (1 l.) and the solution is chilled in an ice bath with vigorous stirring. 3-Acetylthio-2-methylpropanoyl chloride (135 g) and a solution of sodium carbonate (120 g) in 500 ml of water are added in five equal portions over a 15 minute period. After 1.5 hours, the reaction mixture is extracted with ethyl acetate, the aqueous phase is acidified with concentrated hydrochloric acid and extracted with ethyl acetate. The organic phase i...